This data is from the Open Reaction Database (ORD), a public repository of structured organic reaction records. The task is: describe an organic reaction: reactants, conditions, products, and yield The reactants are CS(=O)(=O)ON1CCN(CC1)C[C@H]1N(C[C@H](C1)SC(C1=CC=CC=C1)(C1=CC=CC=C1)C1=CC=CC=C1)C(=O)OCC1=CC=C(C=C1)[N+](=O)[O-] ((2S,4S)-2-[(4-methanesulfonyloxypiperizin-1-yl)methyl]-1-(4-nitrobenzyloxycarbonyl)-4-(triphenylmethylthio)pyrrolidine), [N-]=[N+]=[N-].[Na+] (sodium azide), ice water. The solvent is CN(C=O)C (N,N-dimethylformamide). Yields the product N(=[N+]=[N-])N1CCN(CC1)C[C@H]1N(C[C@H](C1)SC(C1=CC=CC=C1)(C1=CC=CC=C1)C1=CC=CC=C1)C(=O)OCC1=CC=C(C=C1)[N+](=O)[O-] ((2S,4S)-2-[(4-azidopiperizin-1-yl)methyl]-1-(4-nitrobenzyloxycarbonyl)-4-(triphenylmethylthio)pyrrolidine). Isolated yield 61.9%. RXN SMILES: CS(O[N:6]1[CH2:11][CH2:10][N:9]([CH2:12][C@@H:13]2[CH2:17][C@H:16]([S:18][C:19]([C:32]3[CH:37]=[CH:36][CH:35]=[CH:34][CH:33]=3)([C:26]3[CH:31]=[CH:30][CH:29]=[CH:28][CH:27]=3)[C:20]3[CH:25]=[CH:24][CH:23]=[CH:22][CH:21]=3)[CH2:15][N:14]2[C:38]([O:40][CH2:41][C:42]2[CH:47]=[CH:46][C:45]([N+:48]([O-:50])=[O:49])=[CH:44][CH:43]=2)=[O:39])[CH2:8][CH2:7]1)(=O)=O.[N-:51]=[N+:52]=[N-:53].[Na+]>CN(C)C=O>[N:51]([N:6]1[CH2:11][CH2:10][N:9]([CH2:12][C@@H:13]2[CH2:17][C@H:16]([S:18][C:19]([C:32]3[CH:37]=[CH:36][CH:35]=[CH:34][CH:33]=3)([C:26]3[CH:31]=[CH:30][CH:29]=[CH:28][CH:27]=3)[C:20]3[CH:25]=[CH:24][CH:23]=[CH:22][CH:21]=3)[CH2:15][N:14]2[C:38]([O:40][CH2:41][C:42]2[CH:47]=[CH:46][C:45]([N+:48]([O-:50])=[O:49])=[CH:44][CH:43]=2)=[O:39])[CH2:8][CH2:7]1)=[N+:52]=[N-:53] |f:1.2|. Procedure: A solution of (2S,4S)-2-[(4-methanesulfonyloxypiperizin-1-yl)methyl]-1-(4-nitrobenzyloxycarbonyl)-4-(triphenylmethylthio)pyrrolidine (4.38 g) and sodium azide (1.19 g) in N,N-dimethylformamide (40 ml) was stirred at 90°-100° C. for 2 hours. The reaction mixture was poured into ice-water (300 ml) and extracted 3 times with saturated aqueous sodium chloride, dried over magnesium sulfate, and evaporated in vacuo. The resulting residue was chromatographed on silica gel (150 g) eluting with a mixture... The reactants are [Br-].[Li+] (lithium bromide), C1, COC1=CC=C(C=C1)CCC(O)C1CC1 (2-(4-methoxyphenyl)ethyl cyclopropyl carbinol), P(Br)(Br)Br (phosphorus tribromide). The reagents and catalysts are [Br-].[Zn+2].[Br-] (zinc bromide). The product is COC1=CC=C(C=C1)CCC=CCCBr (6-(4-Methoxyphenyl)-3-hexenyl bromide), product. RXN SMILES: [CH3:1][O:2][C:3]1[CH:8]=[CH:7][C:6]([CH2:9][CH2:10][CH:11]([CH:13]2[CH2:15][CH2:14]2)O)=[CH:5][CH:4]=1.P(Br)(Br)[Br:17].[Br-].[Li+]>[Br-].[Zn+2].[Br-]>[CH3:1][O:2][C:3]1[CH:8]=[CH:7][C:6]([CH2:9][CH2:10][CH:11]=[CH:13][CH2:14][CH2:15][Br:17])=[CH:5][CH:4]=1 |f:2.3,4.5.6|. Reported procedure: 6-(4-Methoxyphenyl)-3-hexenyl bromide [V; Ar is 4-CH3OC6H4, R is H] was prepared from 38.2 g. of 2-(4-methoxyphenyl)ethyl cyclopropyl carbinol (Preparation B5), 42.5 g of phosphorus tribromide, 35 g. of lithium bromide and 40 g. of zinc bromide according to the procedure given above in Preparation C1, affording 48 g of product as an oil. The reactants are CN(C)C=O, O=C(Cl)C(=O)Cl, O=C(O)c1snc(Cl)c1Cl. Yields the product O=C(Cl)c1snc(Cl)c1Cl. RXN SMILES: [CH3:17][N:18]([CH3:19])[CH:20]=[O:21].[Cl:11][C:12]([C:13]([Cl:14])=[O:15])=[O:16].[Cl:1][c:2]1[n:3][s:4][c:5]([C:8](=[O:9])[OH:10])[c:6]1[Cl:7]>>[Cl:1][c:2]1[n:3][s:4][c:5]([C:8](=[O:10])[Cl:11])[c:6]1[Cl:7]. Starting materials: ClC=1C=C(C=CC1)C1(CCC1)NC(=O)OCC(Cl)(Cl)Cl (1 -(3-chlorophenyl)-1-(2,2,2-trichloroethoxycarbonylamino)cyclobutane), P(=O)(O)(O)[O-].[K+] (potassium dihydrogenphosphate). Reagents/catalysts: [Zn] (Zn). The solvent is C1CCOC1 (THF). Conditions: time 10 minute. Product: ClC=1C=C(C=CC1)C1(CCC1)N (1-(3-Chlorophenyl)cyclobutane amine). Isolated yield 92.0%. Reaction SMILES: P([O-])(O)(O)=O.[K+].[Cl:7][C:8]1[CH:9]=[C:10]([C:14]2([NH:18]C(OCC(Cl)(Cl)Cl)=O)[CH2:17][CH2:16][CH2:15]2)[CH:11]=[CH:12][CH:13]=1>C1COCC1.[Zn]>[Cl:7][C:8]1[CH:9]=[C:10]([C:14]2([NH2:18])[CH2:17][CH2:16][CH2:15]2)[CH:11]=[CH:12][CH:13]=1 |f:0.1|. Reported procedure: According to the procedure of Just and Grozinger (Just, G. and K. Grozinger, Synthesis 457 (1976)), a rapidly stirring mixture of 1.0 ml of 1M potassium dihydrogenphosphate and Zn powder (1.0 g) was treated dropwise during 1 minute with a solution of the product from Step 3 in 5 ml of THF. After 10 minutes, an exotherm to 28° C. was produced and the two-phase system gave way to a slurry. This mixture was stirred for 1 hour when it was filtered through celite; the filter cake was washed alternate...